Dataset: the Open Reaction Database (ORD), a public repository of structured organic reaction records. Task: describe an organic reaction: reactants, conditions, products, and yield Reactants: C1(CC1)N1C(C=2N(C(=NC(C2O)=O)CC2(CCCC2)C2=CC=CC=C2)CC1)=O (2-cyclopropyl-9-hydroxy-6-(1-phenyl-cyclopentylmethyl)-3,4-dihydro-2H-pyrazino[1,2-c]pyrimidine-1,8-dione), C(C1=CC=CC=C1)OC1=C2N(C(=NC1=O)CC1(CCCC1)C1=CC=CC=C1)CCN(C2=O)C2CCCC2 (9-benzyloxy-2-cyclopentyl-6-(1-phenyl-cyclopentylmethyl)-3,4-dihydro-2H-pyrazino[1,2-c]pyrimidine-1,8-dione). Product: C1(CCCC1)N1C(C=2N(C(=NC(C2O)=O)CC2(CCCC2)C2=CC=CC=C2)CC1)=O (2-Cyclopentyl-9-hydroxy-6-(1-phenyl-cyclopentylmethyl)-3,4-dihydro-2H-pyrazino[1,2-c]pyrimidine-1,8-dione). Yield: 24.5%. As a reaction SMILES: C1(N2CCN3C(CC4(C5C=CC=CC=5)CCCC4)=NC(=O)C(O)=C3C2=O)CC1.C([O:36][C:37]1[C:42](=[O:43])[N:41]=[C:40]([CH2:44][C:45]2([C:50]3[CH:55]=[CH:54][CH:53]=[CH:52][CH:51]=3)[CH2:49][CH2:48][CH2:47][CH2:46]2)[N:39]2[CH2:56][CH2:57][N:58]([CH:61]3[CH2:65][CH2:64][CH2:63][CH2:62]3)[C:59](=[O:60])[C:38]=12)C1C=CC=CC=1>>[CH:61]1([N:58]2[CH2:57][CH2:56][N:39]3[C:40]([CH2:44][C:45]4([C:50]5[CH:55]=[CH:54][CH:53]=[CH:52][CH:51]=5)[CH2:46][CH2:47][CH2:48][CH2:49]4)=[N:41][C:42](=[O:43])[C:37]([OH:36])=[C:38]3[C:59]2=[O:60])[CH2:62][CH2:63][CH2:64][CH2:65]1. Reported procedure: This compound was prepared following the same method as described for 2-cyclopropyl-9-hydroxy-6-(1-phenyl-cyclopentylmethyl)-3,4-dihydro-2H-pyrazino[1,2-c]pyrimidine-1,8-dione (287) from 9-benzyloxy-2-cyclopentyl-6-(1-phenyl-cyclopentylmethyl)-3,4-dihydro-2H-pyrazino[1,2-c]pyrimidine-1,8-dione (290) (80 mg, 0.16 mmol). The product was obtained as a white solid (16 mg, 24.42%). Reactants: OC(c1ccc(Br)cc1)(C(F)(F)F)C(F)(F)F, CC1COCCN1CC1CN(S(=O)(=O)c2cccs2)CCN1, CC(C)(C)[O-], Cc1ccccc1, CCOC(C)=O, CC(C)Oc1cccc(OC(C)C)c1-c1ccccc1P(C1CCCCC1)C1CCCCC1, Cl, Cl, [Na+], O=C(C=Cc1ccccc1)C=Cc1ccccc1, O=C(C=Cc1ccccc1)C=Cc1ccccc1, O=C(C=Cc1ccccc1)C=Cc1ccccc1, O, [Pd], [Pd]. The product is CC1COCCN1CC1CN(S(=O)(=O)c2cccs2)CCN1c1ccc(C(O)(C(F)(F)F)C(F)(F)F)cc1. Reaction SMILES: [Br:25][c:26]1[cH:27][cH:28][c:29]([C:32]([C:33]([F:34])([F:35])[F:36])([C:37]([F:38])([F:39])[F:40])[OH:41])[cH:30][cH:31]1.[CH3:3][CH:4]1[CH2:5][O:6][CH2:7][CH2:8][N:9]1[CH2:10][CH:11]1[NH:12][CH2:13][CH2:14][N:15]([S:17](=[O:18])(=[O:19])[c:20]2[s:21][cH:22][cH:23][cH:24]2)[CH2:16]1.[CH3:75][C:76]([CH3:77])([O-:78])[CH3:79].[CH3:81][c:82]1[cH:83][cH:84][cH:85][cH:86][cH:87]1.[CH3:89][CH2:90][O:91][C:92]([CH3:93])=[O:94].[CH:42]1([P:43]([CH:44]2[CH2:45][CH2:46][CH2:47][CH2:48][CH2:49]2)[c:50]2[cH:51][cH:52][cH:53][cH:54][c:55]2-[c:56]2[c:57]([O:58][CH:59]([CH3:60])[CH3:61])[cH:62][cH:63][cH:64][c:65]2[O:66][CH:67]([CH3:68])[CH3:69])[CH2:70][CH2:71][CH2:72][CH2:73][CH2:74]1.[ClH:1].[ClH:2].[Na+:80].[O:115]=[C:116]([CH:117]=[CH:118][c:119]1[cH:120][cH:121][cH:122][cH:123][cH:124]1)[CH:125]=[CH:126][c:127]1[cH:128][cH:129][cH:130][cH:131][cH:132]1.[O:133]=[C:134]([CH:135]=[CH:136][c:137]1[cH:138][cH:139][cH:140][cH:141][cH:142]1)[CH:143]=[CH:144][c:145]1[cH:146][cH:147][cH:148][cH:149][cH:150]1.[O:97]=[C:98]([CH:99]=[CH:100][c:101]1[cH:102][cH:103][cH:104][cH:105][cH:106]1)[CH:107]=[CH:108][c:109]1[cH:110][cH:111][cH:112][cH:113][cH:114]1.[OH2:88].[Pd:95].[Pd:96]>>[CH3:3][CH:4]1[CH2:5][O:6][CH2:7][CH2:8][N:9]1[CH2:10][CH:11]1[N:12]([c:26]2[cH:27][cH:28][c:29]([C:32]([C:33]([F:34])([F:35])[F:36])([C:37]([F:38])([F:39])[F:40])[OH:41])[cH:30][cH:31]2)[CH2:13][CH2:14][N:15]([S:17](=[O:18])(=[O:19])[c:20]2[s:21][cH:22][cH:23][cH:24]2)[CH2:16]1.